From a dataset of the Open Reaction Database (ORD), a public repository of structured organic reaction records. describe an organic reaction: reactants, conditions, products, and yield The reactants are CCOc1c(Nc2ccc(C#N)cc2CC)c(=O)c1=O, CC(N)C(C)(C)C, CCO. Product: CCc1cc(C#N)ccc1Nc1c(NC(C)C(C)(C)C)c(=O)c1=O. As a reaction SMILES: [CH2:1]([O:2][c:4]1[c:5]([NH:10][c:11]2[c:12]([CH2:19][CH3:20])[cH:13][c:14]([C:15]#[N:16])[cH:17][cH:18]2)[c:6](=[O:9])[c:7]1=[O:8])[CH3:3].[CH3:21][CH:22]([C:23]([CH3:24])([CH3:25])[CH3:26])[NH2:27].[CH3:28][CH2:29][OH:30]>>[c:4]1([NH:27][CH:22]([CH3:21])[C:23]([CH3:24])([CH3:25])[CH3:26])[c:5]([NH:10][c:11]2[c:12]([CH2:19][CH3:20])[cH:13][c:14]([C:15]#[N:16])[cH:17][cH:18]2)[c:6](=[O:9])[c:7]1=[O:8]. The reactants are CCO, O=[N+]([O-])c1cnc(Nc2ccccc2F)c([N+](=O)[O-])c1, [NH4+], [OH-]. Product: Nc1cc([N+](=O)[O-])cnc1Nc1ccccc1F. RXN SMILES: [CH3:23][CH2:24][OH:25].[N+:1]([O-:2])(=[O:3])[c:4]1[c:5]([NH:13][c:14]2[c:15]([F:20])[cH:16][cH:17][cH:18][cH:19]2)[n:6][cH:7][c:8]([N+:10](=[O:11])[O-:12])[cH:9]1.[NH4+:21].[OH-:22]>>[NH2:1][c:4]1[c:5]([NH:13][c:14]2[c:15]([F:20])[cH:16][cH:17][cH:18][cH:19]2)[n:6][cH:7][c:8]([N+:10](=[O:11])[O-:12])[cH:9]1. The reactants are CCO, Cc1ccc2c(=O)[nH]ncc2c1[N+](=O)[O-], [Pd]. Yields the product Cc1ccc2c(=O)[nH]ncc2c1N. As a reaction SMILES: [CH3:16][CH2:17][OH:18].[CH3:1][c:2]1[c:3]([N+:13]([O-:14])=[O:15])[c:4]2[cH:5][n:6][nH:7][c:8](=[O:12])[c:9]2[cH:10][cH:11]1.[Pd:19]>>[CH3:1][c:2]1[c:3]([NH2:13])[c:4]2[cH:5][n:6][nH:7][c:8](=[O:12])[c:9]2[cH:10][cH:11]1. The reactants are CN1CCCN(C)C1=O, CN1CCCN(C)C1=O, CC(C)[N-]C(C)C, O=C(O)Cc1ccc(Cl)cc1, ICC1CCCC1, [Li+], C1CCOC1. Product: O=C(O)C(CC1CCCC1)c1ccc(Cl)cc1. As a reaction SMILES: [CH3:27][N:28]1[CH2:29][CH2:30][CH2:31][N:32]([CH3:33])[C:34]1=[O:35].[CH3:41][N:42]1[CH2:43][CH2:44][CH2:45][N:46]([CH3:47])[C:48]1=[O:49].[CH:1]([N-:2][CH:3]([CH3:4])[CH3:5])([CH3:6])[CH3:7].[Cl:9][c:10]1[cH:11][cH:12][c:13]([CH2:16][C:17](=[O:18])[OH:19])[cH:14][cH:15]1.[I:20][CH2:21][CH:22]1[CH2:23][CH2:24][CH2:25][CH2:26]1.[Li+:8].[O:36]1[CH2:37][CH2:38][CH2:39][CH2:40]1>>[Cl:9][c:10]1[cH:11][cH:12][c:13]([CH:16]([C:17](=[O:18])[OH:19])[CH2:21][CH:22]2[CH2:23][CH2:24][CH2:25][CH2:26]2)[cH:14][cH:15]1. Reactants: BrC1=C2CC[C@H](C2=C(C=C1)F)OC1=CC2=C([C@@H](CO2)CC(=O)OC)C=C1 (Methyl 2-((S)-6-((R)-4-bromo-7-fluoro-2,3-dihydro-1H-inden-1-yloxy)-2,3-dihydrobenzofuran-3-yl)acetate), BrC1=C(C=C(C(=O)NCC(C)(C)O)C=C1C)C (4-bromo-N-(2-hydroxy-2-methyl-propyl)-3,5-dimethyl-benzamide). Yields the product COC(C[C@@H]1COC2=C1C=CC(=C2)O[C@@H]2CCC1=C(C=CC(=C21)F)C2=C(C=C(C=C2C)C(NCC(C)(C)O)=O)C)=O (((S)-6-{(R)-7-Fluoro-4-[4-(2-hydroxy-2-methyl-propylcarbamoyl)-2,6-dimethyl-phenyl]indan-1-yloxy}-2,3-dihydro-benzofuran-3-yl)-acetic acid methyl ester). RXN SMILES: Br[C:2]1[CH:10]=[CH:9][C:8]([F:11])=[C:7]2[C:3]=1[CH2:4][CH2:5][C@H:6]2[O:12][C:13]1[CH:26]=[CH:25][C:16]2[C@H:17]([CH2:20][C:21]([O:23][CH3:24])=[O:22])[CH2:18][O:19][C:15]=2[CH:14]=1.Br[C:28]1[C:41]([CH3:42])=[CH:40][C:31]([C:32]([NH:34][CH2:35][C:36]([OH:39])([CH3:38])[CH3:37])=[O:33])=[CH:30][C:29]=1[CH3:43]>>[CH3:24][O:23][C:21](=[O:22])[CH2:20][C@H:17]1[C:16]2[CH:25]=[CH:26][C:13]([O:12][C@H:6]3[C:7]4[C:3](=[C:2]([C:28]5[C:41]([CH3:42])=[CH:40][C:31]([C:32](=[O:33])[NH:34][CH2:35][C:36]([OH:39])([CH3:38])[CH3:37])=[CH:30][C:29]=5[CH3:43])[CH:10]=[CH:9][C:8]=4[F:11])[CH2:4][CH2:5]3)=[CH:14][C:15]=2[O:19][CH2:18]1. Procedure details: The title compound is prepared following a procedure analogous to that described in Step 5 in the preparation of Intermediate 1, starting from 4-bromo-N-(2-hydroxy-2-methyl-propyl)-3,5-dimethyl-benzamide. Reactants: α-isopropyl-2-carboxymethylbenzoic acid, C1(=CC=C(C=C1)S(=O)(=O)O)C (p-toluenesulfonic acid), ClC1=C(C=CC=C1)Cl (o-dichlorobenzene), Br.NCCCS (3-aminopropanethiol.hydrobromide), C(C)(=O)[O-].[Na+] (sodium acetate). Product: C(C)(C)C1=C2N(C(C=3C=CC=CC13)=O)CCCS2 (11-isopropyl-6-oxo-3,4-dihydro-2H,6H-1,3-thiazino[3,2-b]isoquinoline). As a reaction SMILES: Br.[NH2:2][CH2:3][CH2:4][CH2:5][SH:6].[C:7]([O-:10])(=O)C.[Na+].[C:12]1([CH3:22])[CH:17]=CC(S(O)(=O)=O)=[CH:14][CH:13]=1.Cl[C:24]1[CH:29]=[CH:28][CH:27]=[CH:26][C:25]=1Cl>>[CH:12]([C:13]1[C:24]2[CH:29]=[CH:28][CH:27]=[CH:26][C:25]=2[C:7](=[O:10])[N:2]2[CH2:3][CH2:4][CH2:5][S:6][C:14]=12)([CH3:22])[CH3:17] |f:0.1,2.3|. Procedure details: A mixture of 0.2 g. of α-isopropyl-2-carboxymethylbenzoic acid, 0.2 g. of 3-aminopropanethiol.hydrobromide, 0.1 g. of sodium acetate, and 3 ml. of o-dichlorobenzene was heated to 140°-150° C. for one hour with stirring. The reaction mixture obtained was cooled below 100° C. and after adding thereto 0.25 g. of p-toluenesulfonic acid, the mixture was heated to 160° C. for 6 hours. Thereafter, by following the same procedure as in Example 52, 0.07 g. of 11-isopropyl-6-oxo-3,4-dihydro-2H,6H-1,3-thia... Starting materials: CC1=NC(=NC(=C1)C)C1=CC=C(C=C1)O (4,6-dimethyl-2-(4-hydroxyphenyl)-pyrimidine), C(Cl)C1CO1 (epichlorohydrin), C([O-])([O-])=O.[K+].[K+] (potassium carbonate). The product is CC1=NC(=NC(=C1)C)C1=CC=C(C=C1)OCC1CO1 (4,6-dimethyl-2-[4-(2,3-epoxypropoxy)-phenyl]-pyrimidine). RXN SMILES: [CH3:1][C:2]1[CH:7]=[C:6]([CH3:8])[N:5]=[C:4]([C:9]2[CH:14]=[CH:13][C:12]([OH:15])=[CH:11][CH:10]=2)[N:3]=1.[CH2:16]([CH:18]1[O:20][CH2:19]1)Cl.C(=O)([O-])[O-].[K+].[K+]>>[CH3:8][C:6]1[CH:7]=[C:2]([CH3:1])[N:3]=[C:4]([C:9]2[CH:14]=[CH:13][C:12]([O:15][CH2:16][CH:18]3[O:20][CH2:19]3)=[CH:11][CH:10]=2)[N:5]=1 |f:2.3.4|. Reported procedure: 4,6-dimethyl-2-(4-hydroxyphenyl)-pyrimidine is reacted with epichlorohydrin in the presence of potassium carbonate analogously to Example 5b). After working up, 4,6-dimethyl-2-[4-(2,3-epoxypropoxy)-phenyl]-pyrimidine is obtained which, after recrystallisation from isopropanol, has a melting point of 88°-90°. Starting materials: CC=1C=CC=2C=CC=3C=CC(=NC3C2N1)C (Neocuproine), O.O.O.O.O.O.[N+](=O)([O-])[O-].[Co+2].[N+](=O)([O-])[O-] (cobalt (II) nitrate hexahydrate), Cl(=O)(=O)(=O)[O-].[Na+] (Sodium perchlorate). Run in O.CO (water methanol). Conditions: temperature 4 celsius. Yields the product Cl(=O)(=O)(=O)[O-].[Co+3].CC1=NC2=C3N=C(C=CC3=CC=C2C=C1)C.CC1=NC2=C3N=C(C=CC3=CC=C2C=C1)C.CC1=NC2=C3N=C(C=CC3=CC=C2C=C1)C.Cl(=O)(=O)(=O)[O-].Cl(=O)(=O)(=O)[O-] (tris (2,9-dimethyl-1,10-phenanthroline) cobalt (III) perchlorate). Yield: 86.0%. RXN SMILES: [CH3:1][C:2]1[CH:3]=[CH:4][C:5]2[CH:6]=[CH:7][C:8]3[CH:9]=[CH:10][C:11]([CH3:16])=[N:12][C:13]=3[C:14]=2[N:15]=1.O.O.O.O.O.O.[N+]([O-])([O-])=O.[Co+2:27].[N+]([O-])([O-])=O.[Cl:32]([O-:36])(=[O:35])(=[O:34])=[O:33].[Na+]>O.CO>[Cl:32]([O-:36])(=[O:35])(=[O:34])=[O:33].[Co+3:27].[CH3:1][C:2]1[CH:3]=[CH:4][C:5]2[C:14](=[C:13]3[C:8](=[CH:7][CH:6]=2)[CH:9]=[CH:10][C:11]([CH3:16])=[N:12]3)[N:15]=1.[CH3:1][C:2]1[CH:3]=[CH:4][C:5]2[C:14](=[C:13]3[C:8](=[CH:7][CH:6]=2)[CH:9]=[CH:10][C:11]([CH3:16])=[N:12]3)[N:15]=1.[CH3:1][C:2]1[CH:3]=[CH:4][C:5]2[C:14](=[C:13]3[C:8](=[CH:7][CH:6]=2)[CH:9]=[CH:10][C:11]([CH3:16])=[N:12]3)[N:15]=1.[Cl:32]([O-:36])(=[O:35])(=[O:34])=[O:33].[Cl:32]([O-:36])(=[O:35])(=[O:34])=[O:33] |f:1.2.3.4.5.6.7.8.9,10.11,12.13,14.15.16.17.18.19.20|. Procedure: Neocuproine (1.00 g, 0.00480 mole) and cobalt (II) nitrate hexahydrate (0.466 g, 0.00160 mole) were dissolved in 30 ml 2:1 water-methanol with stirring in a 60° water bath. Sodium perchlorate solution (3.5 ml 1.5M) was added rapidly with stirring. A flaky pink precipitate was formed immediately. After cooling at 4° C., the product was collected by vacuum filtration and dried in vacuum. Yield=86%. IR: 2800-3700, 1630, 1600, 1570, 1500, 1425, 1390, 1360, 1300, 1030-1150, 860, 730, 625 cm-1. Reactants: CC(=O)OI1(C=2C=CC=CC2C(=O)O1)(OC(=O)C)OC(=O)C (Dess-martin periodinane), C(C)(=O)N1CC2(CC1)CN(C1=CC=C(C=C12)C(C)O)C(=O)NC=1SC(=CN1)Cl (1′-acetyl-N-(5-chlorothiazol-2-yl)-5-(1-hydroxyethyl)spiro[indoline-3,3′-pyrrolidine]-1-carboxamide), S(=O)([O-])[O-].[Na+].[Na+] (sodium sulfite). Run in C(Cl)Cl (methylene chloride). Reaction conditions: time 1 hour. The product is C(C)(=O)N1CC2(CC1)CN(C1=CC=C(C=C12)C(C)=O)C(=O)NC=1SC(=CN1)Cl (1′,5-diacetyl-N-(5-chlorothiazol-2-yl)spiro[indoline-3,3′-pyrrolidine]-1-carboxamide). The yield is 97.7%. Reaction SMILES: [C:1]([N:4]1[CH2:8][CH2:7][C:6]2([C:16]3[C:11](=[CH:12][CH:13]=[C:14]([CH:17]([OH:19])[CH3:18])[CH:15]=3)[N:10]([C:20]([NH:22][C:23]3[S:24][C:25]([Cl:28])=[CH:26][N:27]=3)=[O:21])[CH2:9]2)[CH2:5]1)(=[O:3])[CH3:2].CC(OI1(OC(C)=O)(OC(C)=O)OC(=O)C2C=CC=CC1=2)=O.S([O-])([O-])=O.[Na+].[Na+]>C(Cl)Cl>[C:1]([N:4]1[CH2:8][CH2:7][C:6]2([C:16]3[C:11](=[CH:12][CH:13]=[C:14]([C:17](=[O:19])[CH3:18])[CH:15]=3)[N:10]([C:20]([NH:22][C:23]3[S:24][C:25]([Cl:28])=[CH:26][N:27]=3)=[O:21])[CH2:9]2)[CH2:5]1)(=[O:3])[CH3:2] |f:2.3.4|. Procedure: The 1′-acetyl-N-(5-chlorothiazol-2-yl)-5-(1-hydroxyethyl)spiro[indoline-3,3′-pyrrolidine]-1-carboxamide (22.3 mg, 0.053 mmol) obtained in Step 2 of Example 401 was dissolved in methylene chloride (0.5 mL). Thereafter, Dess-martin periodinane (27.0 mg, 0.0635 mmol) was added to the above obtained solution at room temperature, and the thus obtained mixture was then stirred at the same temperature as above for 1 hour. Thereafter, an aqueous solution of sodium sulfite was added to the reaction solut...